The task is: describe an organic reaction: reactants, conditions, products, and yield. This data is from the Open Reaction Database (ORD), a public repository of structured organic reaction records. The reactants are CC=1C=C(C=C(C1[N+](=O)[O-])C)N=C=S (3,5-Dimethyl-4-nitrophenyl isothiocyanate), (1S)-1-(chloromethyl)-3-methylbutanammonium chloride, OC[C@H](CC(C)C)N ((1S)-1-(Hydroxymethyl)-3-methylbutylamine), (1S)-1-(chloromethyl)-3-methylbutanammonium chloride, CC=1C=C(N)C=C(C1[N+](=O)[O-])C (3,5-Dimethyl-4-nitroaniline), COC([C@@H](N)CC(C)C)=O ((L)-leucine methyl ester), OCCN (2-hydroxyethylamine), CC=1C=C(C=C(C1[N+](=O)[O-])C)N=C=S (3,5-Dimethyl-4-nitrophenyl isothiocyanate). Yields the product CC=1C=C(C=C(C1[N+](=O)[O-])C)N=C1SC[C@@H](N1)CC(C)C ((4S)-2-(3,5-dimethyl-4-nitrophenylimino)-4-isobutyl-1,3-thiazolidine). As a reaction SMILES: OC[C@@H](N)CC(C)C.COC(=O)[C@H](CC(C)C)N.OCCN.[CH3:23][C:24]1[CH:25]=[C:26]([CH:28]=[C:29]([CH3:34])[C:30]=1[N+:31]([O-:33])=[O:32])[NH2:27].[CH3:35][C:36]1[CH:37]=[C:38]([N:46]=[C:47]=[S:48])[CH:39]=C(C)[C:41]=1[N+]([O-])=O>>[CH3:34][C:29]1[CH:28]=[C:26]([N:27]=[C:47]2[NH:46][C@@H:38]([CH2:37][CH:36]([CH3:41])[CH3:35])[CH2:39][S:48]2)[CH:25]=[C:24]([CH3:23])[C:30]=1[N+:31]([O-:33])=[O:32]. Reported procedure: (1S)-1-(Hydroxymethyl)-3-methylbutylamine was made from (L)-leucine methyl ester as described in Method B1b. The 2-hydroxyethylamine was converted to (1S)-1-(chloromethyl)-3-methylbutanammonium chloride as described in Method B7a. 3,5-Dimethyl-4-nitroaniline was converted to 3,5-Dimethyl-4-nitrophenyl isothiocyanate according to Method A2a, Step 3. 3,5-Dimethyl-4-nitrophenyl isothiocyanate was reacted with (1S)-1-(chloromethyl)-3-methylbutanammonium chloride according to Method C1a to give (4S)-... Reactants: Brc1ccc(C2OCCO2)cc1, COc1cc(C=O)cc(OC)c1, [Cl-], I, [Mg], [NH4+]. The product is COc1cc(OC)cc(C(O)c2ccc(C3OCCO3)cc2)c1. Reaction SMILES: [CH2:3]1[CH2:4][O:5][CH:6]([c:7]2[cH:8][cH:9][c:10]([Br:13])[cH:11][cH:12]2)[O:14]1.[CH3:15][O:16][c:17]1[cH:18][c:19]([CH:20]=[O:21])[cH:22][c:23]([O:25][CH3:26])[cH:24]1.[Cl-:27].[I:2].[Mg:1].[NH4+:28]>>[CH2:3]1[CH2:4][O:5][CH:6]([c:7]2[cH:8][cH:9][c:10]([CH:20]([c:19]3[cH:18][c:17]([O:16][CH3:15])[cH:24][c:23]([O:25][CH3:26])[cH:22]3)[OH:21])[cH:11][cH:12]2)[O:14]1. Starting materials: C(C)S (ethanethiol), [H-].[Na+] (NaH), CC(C(COC1=C(C=C(C=C1)C(CC)(CC)C1=CC(=C(C=C1)NS(=O)(=O)CCCl)C)C)=O)(C)C (N-(4-{1-[4-(3,3-dimethyl-2-oxo-butoxy)-3-methyl-phenyl]-1-ethyl-propyl}-2-methyl-phenyl)-2-chloro-ethanesulfonamide). Run in C1CCOC1 (THF), C1CCOC1 (THF). Product: CC(C(COC1=C(C=C(C=C1)C(CC)(CC)C1=CC(=C(C=C1)NS(=O)(=O)CCSCC)C)C)=O)(C)C (N-(4-{1-[4-(3,3-Dimethyl-2-oxo-butoxy)-3-methyl-phenyl]-1-ethyl-propyl}-2-methyl-phenyl)-2-ethylsulfanyl-ethanesulfonamide). Yield: 50.6%. Reaction SMILES: [CH2:1]([SH:3])[CH3:2].[H-].[Na+].[CH3:6][C:7]([CH3:39])([CH3:38])[C:8](=[O:37])[CH2:9][O:10][C:11]1[CH:16]=[CH:15][C:14]([C:17]([C:22]2[CH:27]=[CH:26][C:25]([NH:28][S:29]([CH2:32][CH2:33]Cl)(=[O:31])=[O:30])=[C:24]([CH3:35])[CH:23]=2)([CH2:20][CH3:21])[CH2:18][CH3:19])=[CH:13][C:12]=1[CH3:36]>C1COCC1>[CH3:6][C:7]([CH3:39])([CH3:38])[C:8](=[O:37])[CH2:9][O:10][C:11]1[CH:16]=[CH:15][C:14]([C:17]([C:22]2[CH:27]=[CH:26][C:25]([NH:28][S:29]([CH2:32][CH2:33][S:3][CH2:1][CH3:2])(=[O:31])=[O:30])=[C:24]([CH3:35])[CH:23]=2)([CH2:20][CH3:21])[CH2:18][CH3:19])=[CH:13][C:12]=1[CH3:36] |f:1.2|. Procedure: A 0° C. solution of ethanethiol (0.1 mL, 1.35 mmol) in THF (5 mL) is treated with NaH (81 mg, 2 mmol, 60% in mineral oil) and stirred for 10 m. The mixture is added a solution of N-(4-{1-[4-(3,3-dimethyl-2-oxo-butoxy)-3-methyl-phenyl]-1-ethyl-propyl}-2-methyl-phenyl)-2-chloro-ethanesulfonamide (500 mg, 1 mmol) in THF (10 mL), warmed to RT, and stirred overnight. The reaction is concentrated, dissolved in CH2Cl2, and washed with 0.2 N HCl. The organic layer is concentrated and chromatographed (0%...